From a dataset of the Open Reaction Database (ORD), a public repository of structured organic reaction records. describe an organic reaction: reactants, conditions, products, and yield Reactants: ClCCl (dichloromethane), C(C(=O)Cl)(=O)Cl (oxalyl chloride), CS(=O)C (dimethylsulfoxide), ClCCl (dichloromethane), ClC1=CC(N(C2=CC(=CC=C12)C(F)(F)F)CCO)=O (4-chloro-1-(2-hydroxyethyl)-7-trifluoromethylquinolin-2(1H)-one). The solvent is C(C)N(CC)CC (triethylamine), O (water). Run at time 10 minute. Yields the product ClC1=CC(N(C2=CC(=CC=C12)C(F)(F)F)CC=O)=O ((4-chloro-7-trifluoromethyl-2-oxoquinolin-1(2H)-yl)acetaldehyde). RXN SMILES: ClCCl.C(Cl)(=O)C(Cl)=O.CS(C)=O.[Cl:14][C:15]1[C:24]2[C:19](=[CH:20][C:21]([C:25]([F:28])([F:27])[F:26])=[CH:22][CH:23]=2)[N:18]([CH2:29][CH2:30][OH:31])[C:17](=[O:32])[CH:16]=1>O.C(N(CC)CC)C>[Cl:14][C:15]1[C:24]2[C:19](=[CH:20][C:21]([C:25]([F:28])([F:27])[F:26])=[CH:22][CH:23]=2)[N:18]([CH2:29][CH:30]=[O:31])[C:17](=[O:32])[CH:16]=1. Procedure details: To 2 mL of a dichloromethane solution containing 10 μL of oxalyl chloride, 20 μL of dimethylsulfoxide was added dropwise under nitrogen atmosphere at −60° C., and stirred for 10 min. 3 mL of a dichloromethane solution containing 31 mg of 4-chloro-1-(2-hydroxyethyl)-7-trifluoromethylquinolin-2(1H)-one was added dropwise at the same temperature, and stirred for 10 min. 60 μL of triethylamine was added at the same temperature, the mixture was stirred for 1 hour while slowly raising the reaction mix...